This data is from the Open Reaction Database (ORD), a public repository of structured organic reaction records. The task is: describe an organic reaction: reactants, conditions, products, and yield Starting materials: ( 2 ), C[C@@H]1CCC=C2[C@]1(C[C@@H](CC2)C(=C)C)C (valencene), C(C)(C)(C)OO (t-butyl hydroperoxide), O (water), O=O (oxygen), C[C@@H]1CCC=C2[C@]1(C[C@@H](CC2)C(=C)C)C (valencene). The solvent is C(C)(C)(C)O (t-butanol), C1(=CC=CC=C1)C (toluene). Reaction conditions: temperature 45 celsius. Yields the product CC1CC(=O)C=C2C1(CC(CC2)C(=C)C)C (Nookatone). The yield is 34.0%. As a reaction SMILES: [CH3:1][C@H:2]1[C@:7]2([CH3:15])[CH2:8][C@H:9]([C:12]([CH3:14])=[CH2:13])[CH2:10][CH2:11][C:6]2=[CH:5][CH2:4][CH2:3]1.O=O.C([O:22]O)(C)(C)C.O>C1(C)C=CC=CC=1.C(O)(C)(C)C>[CH3:1][CH:2]1[C:7]2([CH3:15])[CH2:8][CH:9]([C:12]([CH3:14])=[CH2:13])[CH2:10][CH2:11][C:6]2=[CH:5][C:4](=[O:22])[CH2:3]1. Reported procedure: Silica phosphonate chromium (III) resin (48.9 g, PhosphonicS, Ltd.) was placed in a 5 L round bottom flask equipped with a condenser, thermowell, overhead stirrer, and sparge tube. Two (2) L of t-butanol and valencene distillate (68%, 500 g, 1.67 moles, 1 eq) were added, the contents were heated to 45° C., and the heterogeneous suspension was allowed to stir as oxygen was sparged through the solution (ca 1.5 L/min) and nitrogen flushed over the head-space. 70% t-butyl hydroperoxide in water (TBH... The reactants are CC(C)(C)OC(=O)N1CCN(c2n[nH]c3cc(Br)ccc23)CC1, O=C([O-])O, CCNC(=O)c1ccc(C)c(B2OC(C)(C)C(C)(C)O2)c1, CC(C)O, ClCCl, [Na+], O, c1ccc(P(c2ccccc2)(c2ccccc2)[Pd](P(c2ccccc2)(c2ccccc2)c2ccccc2)(P(c2ccccc2)(c2ccccc2)c2ccccc2)P(c2ccccc2)(c2ccccc2)c2ccccc2)cc1. Yields the product CCNC(=O)c1ccc(C)c(-c2ccc3c(N4CCN(C(=O)OC(C)(C)C)CC4)n[nH]c3c2)c1. Reaction SMILES: [Br:1][c:2]1[cH:3][cH:4][c:5]2[c:6]([N:11]3[CH2:12][CH2:13][N:14]([C:17](=[O:18])[O:19][C:20]([CH3:21])([CH3:22])[CH3:23])[CH2:15][CH2:16]3)[n:7][nH:8][c:9]2[cH:10]1.[C:45](=[O:46])([O-:47])[OH:48].[CH2:24]([CH3:25])[NH:26][C:27]([c:28]1[cH:29][c:30]([B:35]2[O:36][C:37]([CH3:38])([CH3:39])[C:40]([CH3:41])([CH3:42])[O:43]2)[c:31]([CH3:34])[cH:32][cH:33]1)=[O:44].[CH:53]([OH:54])([CH3:55])[CH3:56].[Cl:50][CH2:51][Cl:52].[Na+:49].[OH2:134].[cH:57]1[cH:58][cH:59][c:60]([P:61]([Pd:62]([P:63]([c:64]2[cH:65][cH:66][cH:67][cH:68][cH:69]2)([c:70]2[cH:71][cH:72][cH:73][cH:74][cH:75]2)[c:76]2[cH:77][cH:78][cH:79][cH:80][cH:81]2)([P:82]([c:83]2[cH:84][cH:85][cH:86][cH:87][cH:88]2)([c:89]2[cH:90][cH:91][cH:92][cH:93][cH:94]2)[c:95]2[cH:96][cH:97][cH:98][cH:99][cH:100]2)[P:101]([c:102]2[cH:103][cH:104][cH:105][cH:106][cH:107]2)([c:108]2[cH:109][cH:110][cH:111][cH:112][cH:113]2)[c:114]2[cH:115][cH:116][cH:117][cH:118][cH:119]2)([c:120]2[cH:121][cH:122][cH:123][cH:124][cH:125]2)[c:126]2[cH:127][cH:128][cH:129][cH:130][cH:131]2)[cH:132][cH:133]1>>[c:2]1(-[c:30]2[cH:29][c:28]([C:27]([NH:26][CH2:24][CH3:25])=[O:44])[cH:33][cH:32][c:31]2[CH3:34])[cH:3][cH:4][c:5]2[c:6]([N:11]3[CH2:12][CH2:13][N:14]([C:17](=[O:18])[O:19][C:20]([CH3:21])([CH3:22])[CH3:23])[CH2:15][CH2:16]3)[n:7][nH:8][c:9]2[cH:10]1. Product: CCCOC1CCN(CCCN2C(=O)CCc3cc(F)c(F)cc32)CC1. Reaction SMILES: [CH2:18]([CH2:19][CH3:20])[O:21][CH:22]1[CH2:23][CH2:24][NH:25][CH2:26][CH2:27]1.[CH3:34][C:35]#[N:36].[Cl:1][CH2:2][CH2:3][CH2:4][N:5]1[C:6](=[O:17])[CH2:7][CH2:8][c:9]2[cH:10][c:11]([F:16])[c:12]([F:15])[cH:13][c:14]21.[K+:28].[K+:29].[O-:30][C:31]([O-:32])=[O:33]>>[CH2:2]([CH2:3][CH2:4][N:5]1[C:6](=[O:17])[CH2:7][CH2:8][c:9]2[cH:10][c:11]([F:16])[c:12]([F:15])[cH:13][c:14]21)[N:25]1[CH2:24][CH2:23][CH:22]([O:21][CH2:18][CH2:19][CH3:20])[CH2:27][CH2:26]1. The reactants are CCCOC1CCNCC1, CC#N, O=C1CCc2cc(F)c(F)cc2N1CCCCl, [K+], [K+], O=C([O-])[O-]. The reactants are ClCCl, O, Cc1ccc(CC(N)=NO)cc1C, O=S(Cl)Cl, c1ccncc1. Product: Cc1ccc(CC2=NOS(=O)N2)cc1C. As a reaction SMILES: [CH2:25]([Cl:26])[Cl:27].[OH2:24].[OH:5][N:6]=[C:7]([CH2:8][c:9]1[cH:10][c:11]([CH3:16])[c:12]([CH3:15])[cH:13][cH:14]1)[NH2:17].[S:1](=[O:2])([Cl:3])[Cl:4].[cH:18]1[cH:19][cH:20][n:21][cH:22][cH:23]1>>[S:1]1(=[O:2])[O:5][N:6]=[C:7]([CH2:8][c:9]2[cH:10][c:11]([CH3:16])[c:12]([CH3:15])[cH:13][cH:14]2)[NH:17]1. The reactants are BrCc1ccccc1, [Li]CCCC, COC(=O)CCC(=O)C(OC)(OC)OC, CN(C)P(=O)(N(C)C)N(C)C, CC(C)NC(C)C, [Cl-], [NH4+], C1CCOC1. Product: COC(=O)C(CC(=O)C(OC)(OC)OC)Cc1ccccc1. Reaction SMILES: [Br:28][CH2:29][c:30]1[cH:31][cH:32][cH:33][cH:34][cH:35]1.[CH2:1]([Li:2])[CH2:3][CH2:4][CH3:5].[CH3:13][O:14][C:15]([C:16]([CH2:17][CH2:18][C:19](=[O:20])[O:21][CH3:22])=[O:23])([O:24][CH3:25])[O:26][CH3:27].[CH3:43][N:44]([P:45]([N:46]([CH3:47])[CH3:48])([N:49]([CH3:50])[CH3:51])=[O:52])[CH3:53].[CH:6]([NH:7][CH:8]([CH3:9])[CH3:10])([CH3:11])[CH3:12].[Cl-:36].[NH4+:37].[O:38]1[CH2:39][CH2:40][CH2:41][CH2:42]1>>[CH3:13][O:14][C:15]([C:16]([CH2:17][CH:18]([C:19](=[O:20])[O:21][CH3:22])[CH2:29][c:30]1[cH:31][cH:32][cH:33][cH:34][cH:35]1)=[O:23])([O:24][CH3:25])[O:26][CH3:27].